describe an organic reaction: reactants, conditions, products, and yield From a dataset of the Open Reaction Database (ORD), a public repository of structured organic reaction records. Reactants: Cl (hydrochloride), C(C)(C)(C)NCC(COC=1SC(=CN1)C(=O)NCCC1C2CCC1CC2)O (1-t-butylamino-3-(5-[2-(bicyclo[2.2.1]hept-7-yl)ethylaminocarbonyl]thiazol-2-yloxy)propan-2-ol), Cl (hydrogen chloride). Run in C(C)OCC (ethyl ether). The product is Cl.C(C)(C)(C)NCC(COC=1SC(=CN1)C(=O)NCCC1C2CCC1CC2)O (1-t-butylamino-3-(5-[2-(bicyclo[2.2.1]hept-7-yl)ethylaminocarbonyl]thiazol-2-yloxy)-propan-2-ol hydrochloride). RXN SMILES: [ClH:1].[C:2]([NH:6][CH2:7][CH:8]([OH:28])[CH2:9][O:10][C:11]1[S:12][C:13]([C:16]([NH:18][CH2:19][CH2:20][CH:21]2[CH:25]3[CH2:26][CH2:27][CH:22]2[CH2:23][CH2:24]3)=[O:17])=[CH:14][N:15]=1)([CH3:5])([CH3:4])[CH3:3]>C(OCC)C>[ClH:1].[C:2]([NH:6][CH2:7][CH:8]([OH:28])[CH2:9][O:10][C:11]1[S:12][C:13]([C:16]([NH:18][CH2:19][CH2:20][CH:21]2[CH:25]3[CH2:24][CH2:23][CH:22]2[CH2:27][CH2:26]3)=[O:17])=[CH:14][N:15]=1)([CH3:5])([CH3:3])[CH3:4] |f:3.4|. Procedure: This example illustrates methods of preparing hydrochloride addition salts of the compound of formula C. In this example 1 g. of 1-t-butylamino-3-(5-[2-(bicyclo[2.2.1]hept-7-yl)ethylaminocarbonyl]thiazol-2-yloxy)propan-2-ol is dissolved in 10 ml. of ethyl ether at 20° C. A stream of gaseous anhydrous hydrogen chloride is passed over the surface of the solution until the supernatent liquid becomes colorless. The resulting precipitate is collected by filtration, washed with ethyl ether and then cr... The reactants are COc1cc(C2=NC(C)(C)CO2)cc(OC)c1Br, [Li]CCCC, CN(C)CCN(C)C, CSSC, CCCCCC, C1CCOC1, O. Yields the product COc1cc(C2=NC(C)(C)CO2)cc(OC)c1SC. RXN SMILES: [Br:14][c:15]1[c:16]([O:30][CH3:31])[cH:17][c:18]([C:23]2=[N:27][C:26]([CH3:28])([CH3:29])[CH2:25][O:24]2)[cH:19][c:20]1[O:21][CH3:22].[CH2:9]([Li:10])[CH2:11][CH2:12][CH3:13].[CH3:1][N:2]([CH3:3])[CH2:4][CH2:5][N:6]([CH3:7])[CH3:8].[CH3:32][S:33][S:34][CH3:35].[CH3:42][CH2:43][CH2:44][CH2:45][CH2:46][CH3:47].[O:36]1[CH2:37][CH2:38][CH2:39][CH2:40]1.[OH2:41]>>[c:15]1([S:33][CH3:32])[c:16]([O:30][CH3:31])[cH:17][c:18]([C:23]2=[N:27][C:26]([CH3:28])([CH3:29])[CH2:25][O:24]2)[cH:19][c:20]1[O:21][CH3:22]. Reactants: C(C=C)OC1=CC=C2C=CC(=CC2=C1)O (7-(2-propenyloxy)-2-naphthalenol), C([O-])([O-])=O.[K+].[K+] (potassium carbonate), BrCC(=O)OC (Methyl bromoacetate). Solvent: CC(=O)C (acetone). Run at time 1.5 hour. Product: COC(COC1=CC2=CC(=CC=C2C=C1)OCC=C)=O ([[7-(2-propenyloxy)-2-naphthalenyl]oxy]acetic acid methyl ester). RXN SMILES: [CH2:1]([O:4][C:5]1[CH:14]=[C:13]2[C:8]([CH:9]=[CH:10][C:11]([OH:15])=[CH:12]2)=[CH:7][CH:6]=1)[CH:2]=[CH2:3].C(=O)([O-])[O-].[K+].[K+].Br[CH2:23][C:24]([O:26][CH3:27])=[O:25]>CC(C)=O>[CH3:27][O:26][C:24](=[O:25])[CH2:23][O:15][C:11]1[CH:10]=[CH:9][C:8]2[C:13](=[CH:14][C:5]([O:4][CH2:1][CH:2]=[CH2:3])=[CH:6][CH:7]=2)[CH:12]=1 |f:1.2.3|. Procedure details: A mixture of 7.9 g of 7-(2-propenyloxy)-2-naphthalenol and 8.3 g of potassium carbonate in 50 ml of anhydrous acetone was stirred at room temperature for 1.5 hours. Methyl bromoacetate (4.7 ml) was added and stirring was continued for 18 hours. The reaction mixture was filtered and the filtrate was concentrated in vacuo to yield (8.4 g) of [[7-(2-propenyloxy)-2-naphthalenyl]oxy]acetic acid methyl ester, mp 69°-70° after recrystallization from ether-hexane. Starting materials: CC1=CC=C(C=C1)S(=O)(=O)OCCOC1CCN(CC1)C(=O)OCC1=CC=CC=C1 (benzyl 4-(2-{[(4-methylphenyl)sulfony]oxy}ethoxy)piperidine-1-carboxylate), Example 1 ( 1c ), O1C[C@H](CC1)O ((3S)-tetrahydrofuran-3-ol). The product is O1C[C@H](CC1)OCCOC1CCNCC1 (4-{2-[(3S)-Tetrahydrofuran-3-yloxy]ethoxy}piperidine). Isolated yield 76.5%. As a reaction SMILES: CC1C=CC(S([O:11][CH2:12][CH2:13][O:14][CH:15]2[CH2:20][CH2:19][N:18](C(OCC3C=CC=CC=3)=O)[CH2:17][CH2:16]2)(=O)=O)=CC=1.[O:31]1[CH2:35][CH2:34][C@H:33](O)[CH2:32]1>>[O:31]1[CH2:35][CH2:34][C@H:33]([O:11][CH2:12][CH2:13][O:14][CH:15]2[CH2:16][CH2:17][NH:18][CH2:19][CH2:20]2)[CH2:32]1. Reported procedure: Using benzyl 4-(2-{[(4-methylphenyl)sulfony]oxy}ethoxy)piperidine-1-carboxylate (4.00 g, 9.23 mmol) produced in Reference Example 1 (1c) and (3S)-tetrahydrofuran-3-ol (1.05 g, 12.0 mmol), the desired title compound (1.52 g, yield 77%) was obtained by the same method as in Reference Examples 1 (1d) and 1 (1e). The reactants are C(C1=CC=CC=C1)(=O)C=1C(=C2C(=NC1)N(N=C2)CC)ON=C(C)C (5-Benzoyl-1-ethyl-4-isopropylideneaminooxy-1H-pyrazolo [3,4-b]pyridine), Cl (hydrochloric acid). Run in C(C)O (ethanol). Yields the product C(C)N1N=CC=2C1=NC=C1C2ON=C1C1=CC=CC=C1 (6-Ethyl-3-phenyl-6H-isoxazolo[5,4-d]pyrazolo[3,4-b]pyridine). Yield: 80.5%. Reaction SMILES: [C:1]([C:9]1[C:10]([O:20][N:21]=C(C)C)=[C:11]2[CH:17]=[N:16][N:15]([CH2:18][CH3:19])[C:12]2=[N:13][CH:14]=1)(=O)[C:2]1[CH:7]=[CH:6][CH:5]=[CH:4][CH:3]=1.Cl>C(O)C>[CH2:18]([N:15]1[C:12]2=[N:13][CH:14]=[C:9]3[C:1]([C:2]4[CH:7]=[CH:6][CH:5]=[CH:4][CH:3]=4)=[N:21][O:20][C:10]3=[C:11]2[CH:17]=[N:16]1)[CH3:19]. Procedure: 5-Benzoyl-1-ethyl-4-isopropylideneaminooxy-1H-pyrazolo [3,4-b]pyridine (2.50 g) was refluxed for 2 hours in a mixture prepared from 100 ml of 5% hydrochloric acid and 15 ml of ethanol. The reaction mixture was then extracted into ether and washed consecutively with 5% sodium hydroxide solution and water. Evaporation of the organic phase gave 1.65 g of product. An analytical sample recrystallized from ethyl acetate/methanol had mp 151°-153° C. The reactants are C(C)C=1C=C(C(=NC1)F)CN.Cl ((5-ethyl-2-fluoropyridin-3-yl)methanamine hydrogen chloride), FC1=NC=C(C=C1)C (2-fluoro-5-methylpyridine). The product is FC1=NC=C(C=C1CN)C ((2-fluoro-5-methylpyridin-3-yl)methanamine). RXN SMILES: [CH2:1]([C:3]1[CH:4]=[C:5]([CH2:10][NH2:11])[C:6]([F:9])=[N:7][CH:8]=1)C.Cl.FC1C=CC(C)=CN=1>>[F:9][C:6]1[C:5]([CH2:10][NH2:11])=[CH:4][C:3]([CH3:1])=[CH:8][N:7]=1 |f:0.1|. Reported procedure: (2-fluoro-5-methylpyridin-3-yl)methanamine (2-e) was prepared by the same synthetic route as that of (2-g) but utilizing the commercially available 2-fluoro-5-methylpyridine (2-c) as a starting material; 1H NMR (500 MHz, DMSO-d6) δ 8.65 (bs, 3 H), 8.07 (d, 1 H, J=1.0 Hz), 8.01 (dd, 1 H, J=15.5, 3.0 Hz), 4.02 (s, 2 H), 2.30 (s, 3 H). Starting materials: Nc1nc(Cl)c2c(n1)-c1ccccc1CCC2, CC(C)(C)OC(=O)NCCN. The product is CC(C)(C)OC(=O)NCCNc1nc(N)nc2c1CCCc1ccccc1-2. Reaction SMILES: [Cl:12][c:13]1[c:14]2[c:15]([n:16][c:17]([NH2:19])[n:18]1)-[c:20]1[c:21]([cH:25][cH:26][cH:27][cH:28]1)[CH2:22][CH2:23][CH2:24]2.[NH2:1][CH2:2][CH2:3][NH:4][C:5]([O:6][C:7]([CH3:8])([CH3:9])[CH3:10])=[O:11]>>[NH:1]([CH2:2][CH2:3][NH:4][C:5]([O:6][C:7]([CH3:8])([CH3:9])[CH3:10])=[O:11])[c:13]1[c:14]2[c:15]([n:16][c:17]([NH2:19])[n:18]1)-[c:20]1[c:21]([cH:25][cH:26][cH:27][cH:28]1)[CH2:22][CH2:23][CH2:24]2. Starting materials: aqueous solution, [OH-].[Na+] (sodium hydroxide), C(C)(C)(C)OC(=O)NC(C(=O)OC)CC1=C(C=C(C=C1)OC)O (methyl 2-tert-butoxycarbonylamino-3-(2-hydroxy-4-methoxyphenyl)-propanoate), aqueous solution, Cl (hydrochloric acid). The solvent is O1CCCC1 (tetrahydrofuran). Conditions: time 4 hour. The product is C(C)(C)(C)OC(=O)NC(C(=O)O)CC1=C(C=C(C=C1)OC)O (2-tert-butoxycarbonylamino-3-(2-hydroxy-4-methoxy-phenyl)propanoic acid). Yield: 101.3%. RXN SMILES: [OH-].[Na+].[C:3]([O:7][C:8]([NH:10][CH:11]([CH2:16][C:17]1[CH:22]=[CH:21][C:20]([O:23][CH3:24])=[CH:19][C:18]=1[OH:25])[C:12]([O:14]C)=[O:13])=[O:9])([CH3:6])([CH3:5])[CH3:4].Cl>O1CCCC1>[C:3]([O:7][C:8]([NH:10][CH:11]([CH2:16][C:17]1[CH:22]=[CH:21][C:20]([O:23][CH3:24])=[CH:19][C:18]=1[OH:25])[C:12]([OH:14])=[O:13])=[O:9])([CH3:5])([CH3:6])[CH3:4] |f:0.1|. Procedure: 5 ml of a 1N aqueous solution of sodium hydroxide are added to a solution of 850 mg (2.6 mmol) of methyl 2-tert-butoxycarbonylamino-3-(2-hydroxy-4-methoxyphenyl)-propanoate in 10 ml of tetrahydrofuran. The reaction medium is stirred for 4 hours at ambient temperature and then a 1N aqueous solution of hydrochloric acid is added until the pH is 1, and the medium is extracted with dichloromethane. The organic phase is dried over magnesium sulphate, filtered and evaporated. 820 mg of 2-tert-butoxyca...